Dataset: the Open Reaction Database (ORD), a public repository of structured organic reaction records. Task: describe an organic reaction: reactants, conditions, products, and yield Reactants: [Br-], Br, COc1ccccn1, [K+], [K+], [Na+], O=C([O-])O, [OH-], O. Yields the product COc1ccc(Br)cn1. RXN SMILES: [Br-:17].[Br:11].[CH3:3][O:4][c:5]1[n:6][cH:7][cH:8][cH:9][cH:10]1.[K+:18].[K+:2].[Na+:16].[O-:12][C:13]([OH:14])=[O:15].[OH-:1].[OH2:19]>>[CH3:3][O:4][c:5]1[n:6][cH:7][c:8]([Br:17])[cH:9][cH:10]1. Starting materials: Cl (HCl), BrC1=C(C=C2CCN(C(C2=C1)C(=O)OCC)C(C(=O)N(CCCCC#C)C(C)(C)C)=O)OC (ethyl 7-bromo-2-(2-(tert-butyl(hex-5-ynyl)amino)-2-oxoacetyl)-6-methoxy-1,2,3,4-tetrahydroisoquinoline-1-carboxylate), [OH-].[K+] (KOH). The solvent is O (water), O1CCOCC1 (dioxane), O (water). Reaction conditions: time 3 hour. Yields the product BrC1=C(C=C2CCN(C(C2=C1)C(=O)O)C(C(=O)N(CCCCC#C)C(C)(C)C)=O)OC (7-bromo-2-(2-(tert-butyl(hex-5-ynyl)amino)-2-oxoacetyl)-6-methoxy-1,2,3,4-tetrahydroisoquinoline-1-carboxylic acid). Yield: 92.5%. RXN SMILES: [Br:1][C:2]1[CH:11]=[C:10]2[C:5]([CH2:6][CH2:7][N:8]([C:17](=[O:31])[C:18]([N:20]([C:27]([CH3:30])([CH3:29])[CH3:28])[CH2:21][CH2:22][CH2:23][CH2:24][C:25]#[CH:26])=[O:19])[CH:9]2[C:12]([O:14]CC)=[O:13])=[CH:4][C:3]=1[O:32][CH3:33].[OH-].[K+].Cl>O1CCOCC1.O>[Br:1][C:2]1[CH:11]=[C:10]2[C:5]([CH2:6][CH2:7][N:8]([C:17](=[O:31])[C:18]([N:20]([C:27]([CH3:29])([CH3:30])[CH3:28])[CH2:21][CH2:22][CH2:23][CH2:24][C:25]#[CH:26])=[O:19])[CH:9]2[C:12]([OH:14])=[O:13])=[CH:4][C:3]=1[O:32][CH3:33] |f:1.2|. Reported procedure: A solution of 480 mg of 19b in 10 ml of dioxane was mixed with 200 mg of KOH in 2 ml of water. The mixture was stirred at rt for 3 h and then diluted with 40 ml of water and acidified to pH 3 with 0.5 N HCl. The product was extracted with ethyl acetate. The organic layer was washed with water, dried and concentrated, to provide 420 mg of 19c as white amorphous material; MS-ESI: [M+1] 495.19 and 493.18. NMR (CDCl3) δ 1.43 (m, 2, CH2), 1.53 (s, 9, tertC4H9), 1.68-1.90 (bm, 2, CH2), 1.92 (t, 1, CH)... Reactants: [N+](=O)([O-])C1=C(C=CC=C1)Cl (2-nitrochlorobenzene), C(CCCCCCC)N (octylamine), C(C)(=O)OCC (ethyl acetate). The solvent is [Cl-].[Na+].O (brine). Conditions: temperature 150 celsius, time 8 hour. The product is [N+](=O)([O-])C1=C(NCCCCCCCC)C=CC=C1 (2-nitro-N-octylaniline). Isolated yield 93.0%. As a reaction SMILES: [N+:1]([C:4]1[CH:9]=[CH:8][CH:7]=[CH:6][C:5]=1Cl)([O-:3])=[O:2].[CH2:11]([NH2:19])[CH2:12][CH2:13][CH2:14][CH2:15][CH2:16][CH2:17][CH3:18].C(OCC)(=O)C>[Cl-].[Na+].O>[N+:1]([C:4]1[CH:9]=[CH:8][CH:7]=[CH:6][C:5]=1[NH:19][CH2:11][CH2:12][CH2:13][CH2:14][CH2:15][CH2:16][CH2:17][CH3:18])([O-:3])=[O:2] |f:3.4.5|. Reported procedure: 157.6 g (1 mol) of 2-nitrochlorobenzene and 280 g (2.2 mol) of octylamine were mixed. The reaction mixture was heated to a temperature of 150° C. for 3 hours to undergo reaction, and then allowed to stand overnight. To the reaction solution was then added a mixture of ethyl acetate and saturated brine. The reaction solution was then subjected to separation. The organic phase thus extracted was dried and concentrated to obtain 235 g (0.93 mol) of the desired aniline derivative (yield: 93%). Reactants: ClC1=C(C=CC(=C1OC1=CC=CC=C1)[N+](=O)[O-])OC1=CC=CC=C1 (2-chloro-4-nitro-1,3-diphenoxy-benzene), ClC1=CC=C(CN)C=C1 (4-chlorobenzylamine). Solvent: O1CCOCC1 (dioxane). Conditions: temperature 80 celsius, time 12 hour. Product: ClC1=C(NCC2=CC=C(C=C2)Cl)C(=CC=C1OC1=CC=CC=C1)[N+](=O)[O-] (2-Chloro-3-phenoxy-6-nitro-N-(4-chloro-benzyl)-aniline). RXN SMILES: [Cl:1][C:2]1[C:7](OC2C=CC=CC=2)=[C:6]([N+:15]([O-:17])=[O:16])[CH:5]=[CH:4][C:3]=1[O:18][C:19]1[CH:24]=[CH:23][CH:22]=[CH:21][CH:20]=1.[Cl:25][C:26]1[CH:33]=[CH:32][C:29]([CH2:30][NH2:31])=[CH:28][CH:27]=1>O1CCOCC1>[Cl:1][C:2]1[C:3]([O:18][C:19]2[CH:20]=[CH:21][CH:22]=[CH:23][CH:24]=2)=[CH:4][CH:5]=[C:6]([N+:15]([O-:17])=[O:16])[C:7]=1[NH:31][CH2:30][C:29]1[CH:32]=[CH:33][C:26]([Cl:25])=[CH:27][CH:28]=1. Procedure details: A mixture of 5 gm of 2-chloro-4-nitro-1,3-diphenoxy-benzene, 10 ml of dioxane and 6 gm of 4-chlorobenzylamine was stirred for 12 hours at 80° C. Thereafter, the reaction mixture was evaporated, the residue was taken up in chloroform, the resulting solution was extracted with 1 N sodium hydroxide, and the organic phase was dried with sodium sulfate. The chloroform was distilled off, and the residue was recrystallized from ethanol, yielding 4.7 gm (82.7% of theory) of the title compound, m.p. 95°-... The reactants are C(C)OC(=O)C1=NC=CC(=C1)Cl (4-chloropyridine-2-carboxylic acid ethyl ester), C(C)(=O)OCC (ethyl acetate), ice water, [H-].[Na+] (sodium hydride), Cl (hydrochloric acid). The solvent is O1CCCC1 (tetrahydrofuran), O1CCCC1 (tetrahydrofuran), CCCCCC (n-hexane). Reaction conditions: temperature 50 celsius, time 12 hour. Product: C(C)OC(CC(=O)C1=NC=CC(=C1)Cl)=O (3-(4-chloropyrid-2-yl)-3-oxopropionic acid ethyl ester). The yield is 88.5%. RXN SMILES: [H-].[Na+].C(O[C:6]([C:8]1[CH:13]=[C:12]([Cl:14])[CH:11]=[CH:10][N:9]=1)=[O:7])C.[C:15]([O:18][CH2:19][CH3:20])(=[O:17])[CH3:16].Cl>CCCCCC.O1CCCC1>[CH2:19]([O:18][C:15](=[O:17])[CH2:16][C:6]([C:8]1[CH:13]=[C:12]([Cl:14])[CH:11]=[CH:10][N:9]=1)=[O:7])[CH3:20] |f:0.1|. Procedure details: Under a nitrogen atmosphere, 4 g (approximately 60% dispersion in paraffin oil, about 100 mmol) of sodium hydride are washed twice with 60 ml of n-hexane each time, and then 400 ml of absolute tetrahydrofuran are added. The mixture is heated to 50° C. and, in the course of 2 hours, a solution of 13.36 g (72 mmol) of 4-chloropyridine-2-carboxylic acid ethyl ester and 10.04 g (114 mmol) of ethyl acetate in 60 ml of absolute tetrahydrofuran is added dropwise, during which the mixture begins to boil... Reactants: CCOC(=O)CC(=O)OCC, ClCc1cccc2ccccc12, Cl, [H-], [Na+], C1CCOC1. Product: CCOC(=O)C(Cc1cccc2ccccc12)C(=O)OCC. As a reaction SMILES: [C:3]([CH2:4][C:5](=[O:6])[O:7][CH2:8][CH3:9])(=[O:10])[O:11][CH2:12][CH3:13].[Cl:14][CH2:15][c:16]1[cH:17][cH:18][cH:19][c:20]2[cH:21][cH:22][cH:23][cH:24][c:25]12.[ClH:26].[H-:1].[Na+:2].[O:27]1[CH2:28][CH2:29][CH2:30][CH2:31]1>>[C:3]([CH:4]([C:5](=[O:6])[O:7][CH2:8][CH3:9])[CH2:15][c:16]1[cH:17][cH:18][cH:19][c:20]2[cH:21][cH:22][cH:23][cH:24][c:25]12)(=[O:10])[O:11][CH2:12][CH3:13]. Yield: 30.7%. RXN SMILES: [CH3:1][CH2:2][C:3](=[O:9])[CH2:4][C:5](=[O:8])[CH2:6][CH3:7].[F:10][C:11]1[CH:18]=[CH:17][CH:16]=[C:15]([F:19])[C:12]=1[CH:13]=O.C(O)(=O)C>N1CCCCC1.C1(C)C=CC=CC=1>[F:10][C:11]1[CH:18]=[CH:17][CH:16]=[C:15]([F:19])[C:12]=1[CH:13]=[C:4]([C:3](=[O:9])[CH2:2][CH3:1])[C:5](=[O:8])[CH2:6][CH3:7]. The reagents and catalysts are N1CCCCC1 (piperidine). Procedure: A mixture of 3,5-heptanedione (1.36 ml, 10 mmol), 2,6-difluorobenzaldehyde (1.08 ml, 10 mmol), piperidine (20 μL, 0.2 mmol), glacial acetic acid (149 μL, 2.6 mmol), molecular sieves and toluene (7 ml) was heated at 70° C., under a nitrogen atmosphere for 3 hours. Further 2,6-difluorobenzaldehyde (540 μL, 5 mmol) was added and the resulting mixture was stirred at 70° C. for a further 7 hours. After cooling, the molecular sieves were filtered off. The filtrate was concentrated under reduced pressu... Reactants: FC1=C(C=O)C(=CC=C1)F (2,6-difluorobenzaldehyde), CCC(CC(CC)=O)=O (3,5-heptanedione), FC1=C(C=O)C(=CC=C1)F (2,6-difluorobenzaldehyde), C(C)(=O)O (acetic acid). Run at temperature 70 celsius, time 7 hour. Run in C1(=CC=CC=C1)C (toluene). The product is FC1=C(C=C(C(CC)=O)C(CC)=O)C(=CC=C1)F (4-(2,6-Difluorobenzylidene)-3,5-heptanedione).